Dataset: the Open Reaction Database (ORD), a public repository of structured organic reaction records. Task: describe an organic reaction: reactants, conditions, products, and yield Procedure: To a solution of methyl 7-(4-butoxyethoxyphenyl)-2,3-dihydro-1-benzazepine-4-carboxylate (300 mg) and 3-furaldehyde (365 mg) in 1,2-dichloroethane (10 ml) was added sodium triacetoxyborohydride (402 mg), and the mixture was stirred under nitrogen atmosphere at room temperature for 5 days. Then, water was added to the mixture, and the mixture was extracted with ethyl acetate. The organic layer was washed with saturated brine and dried with magnesium sulfate. The solvent was evaporated under reduc... Yield: 85.9%. Run in ClCCCl (1,2-dichloroethane). Product: C(CCC)OCCOC1=CC=C(C=C1)C=1C=CC2=C(C=C(CCN2CC2=COC=C2)C(=O)OC)C1 (methyl 7-(4-butoxyethoxyphenyl)-1-(3-furylmethyl)-2,3-dihydro-1-benzazepine-4-carboxylate). RXN SMILES: [CH2:1]([O:5][CH2:6][CH2:7][O:8][C:9]1[CH:14]=[CH:13][C:12]([C:15]2[CH:16]=[CH:17][C:18]3[NH:24][CH2:23][CH2:22][C:21]([C:25]([O:27][CH3:28])=[O:26])=[CH:20][C:19]=3[CH:29]=2)=[CH:11][CH:10]=1)[CH2:2][CH2:3][CH3:4].[O:30]1[CH:34]=[CH:33][C:32]([CH:35]=O)=[CH:31]1.C(O[BH-](OC(=O)C)OC(=O)C)(=O)C.[Na+].O>ClCCCl>[CH2:1]([O:5][CH2:6][CH2:7][O:8][C:9]1[CH:10]=[CH:11][C:12]([C:15]2[CH:16]=[CH:17][C:18]3[N:24]([CH2:35][C:32]4[CH:33]=[CH:34][O:30][CH:31]=4)[CH2:23][CH2:22][C:21]([C:25]([O:27][CH3:28])=[O:26])=[CH:20][C:19]=3[CH:29]=2)=[CH:13][CH:14]=1)[CH2:2][CH2:3][CH3:4] |f:2.3|. Run at time 5 day. Starting materials: O (water), C(CCC)OCCOC1=CC=C(C=C1)C=1C=CC2=C(C=C(CCN2)C(=O)OC)C1 (methyl 7-(4-butoxyethoxyphenyl)-2,3-dihydro-1-benzazepine-4-carboxylate), O1C=C(C=C1)C=O (3-furaldehyde), C(C)(=O)O[BH-](OC(C)=O)OC(C)=O.[Na+] (sodium triacetoxyborohydride). The reactants are N1N=C(C=C1)C=O (1H-pyrazole-3-carboxaldehyde), FC1=C(OC=2C=C(C(=CC2OC=2C=NC(=CC2)S(=O)(=O)C)N)N)C=CC=C1 (4-(2-fluoro-phenoxy)-5-(6-methanesulfonyl-pyridin-3-yloxy)-benzene-1,2-diamine). Run in CN(C=O)C (dimethylformamide). Run at temperature 90 celsius, time 30 minute. Product: FC1=C(OC2=CC3=C(NC(=N3)C3=NNC=C3)C=C2OC=2C=NC(=CC2)S(=O)(=O)C)C=CC=C1 (5-(2-Fluoro-phenoxy)-2-(1H-pyrazol-3-yl)-6-(6-methanesulfonyl-pyridin-3-yloxy)-1H-benzimidazole). Reaction SMILES: [NH:1]1[CH:5]=[CH:4][C:3]([CH:6]=O)=[N:2]1.[F:8][C:9]1[CH:34]=[CH:33][CH:32]=[CH:31][C:10]=1[O:11][C:12]1[CH:13]=[C:14]([NH2:30])[C:15]([NH2:29])=[CH:16][C:17]=1[O:18][C:19]1[CH:20]=[N:21][C:22]([S:25]([CH3:28])(=[O:27])=[O:26])=[CH:23][CH:24]=1>CN(C)C=O>[F:8][C:9]1[CH:34]=[CH:33][CH:32]=[CH:31][C:10]=1[O:11][C:12]1[C:17]([O:18][C:19]2[CH:20]=[N:21][C:22]([S:25]([CH3:28])(=[O:26])=[O:27])=[CH:23][CH:24]=2)=[CH:16][C:15]2[NH:29][C:6]([C:3]3[CH:4]=[CH:5][NH:1][N:2]=3)=[N:30][C:14]=2[CH:13]=1. Procedure: 3.9 mg of 1H-pyrazole-3-carboxaldehyde was added to a dimethylformamide (0.5 ml) solution of 15 mg of 4-(2-fluoro-phenoxy)-5-(6-methanesulfonyl-pyridin-3-yloxy)-benzene-1,2-diamine obtained in Example 200, and the reaction liquid was stirred at 90° C. for 30 minutes. The solvent was evaporated away under reduced pressure, and the resulting residue was purified through partitioning thin-layer chromatography (Kieselgel™ 60F254, Art 5744 (by Merck), chloroform/methanol=9/1) to obtain the entitled c... Starting materials: BrCC1=C(C=C(C=C1)C(F)(F)F)C(F)(F)F (1-(bromomethyl)-2,4-bis(trifluoromethyl)benzene), Cl.N1CC(CC1)CO (pyrrolidin-3-ylmethanol hydrochloride), C([O-])([O-])=O.[K+].[K+] (potassium carbonate), O.C(C)(=O)OCC (Water ethyl acetate). Solvent: CN(C=O)C (N,N-dimethylformamide). Run at time 3 hour. Yields the product FC(C1=C(CN2CC(CC2)CO)C=CC(=C1)C(F)(F)F)(F)F ({1-[2,4-bis(trifluoromethyl)benzyl]pyrrolidin-3-yl}methanol). The yield is 64.3%. As a reaction SMILES: Br[CH2:2][C:3]1[CH:8]=[CH:7][C:6]([C:9]([F:12])([F:11])[F:10])=[CH:5][C:4]=1[C:13]([F:16])([F:15])[F:14].Cl.[NH:18]1[CH2:22][CH2:21][CH:20]([CH2:23][OH:24])[CH2:19]1.C(=O)([O-])[O-].[K+].[K+].O.C(OCC)(=O)C>CN(C)C=O>[F:14][C:13]([F:16])([F:15])[C:4]1[CH:5]=[C:6]([C:9]([F:12])([F:11])[F:10])[CH:7]=[CH:8][C:3]=1[CH2:2][N:18]1[CH2:22][CH2:21][CH:20]([CH2:23][OH:24])[CH2:19]1 |f:1.2,3.4.5,6.7|. Reported procedure: To a solution of 1-(bromomethyl)-2,4-bis(trifluoromethyl)benzene (7.29 g) in N,N-dimethylformamide (10 mL) were added pyrrolidin-3-ylmethanol hydrochloride (4.9 g) and potassium carbonate (9.84 g), and the mixture was stirred at room temperature for 3 hr. Water/ethyl acetate were added to the reaction mixture, and the organic layer was separated, washed with water and saturated brine, and dried over anhydrous magnesium sulfate, and the solvent was evaporated under reduced pressure. The residue w... Reactants: C1=C(C=CC=2C3=CC=CC=C3CC12)C(CCN1C=NC=C1)=O (1-(9H-fluoren-2-yl)-3-(1H-imidazol-1-yl)-1-propanone), [BH4-].[Na+] (sodium borohydride). The product is C1=C(C=CC=2C3=CC=CC=C3CC12)C(CCN1C=NC=C1)O (1-(9H-fluoren-2-yl)-3-(1H-imidazol-1-yl)-1-propanol). The yield is 72.0%. As a reaction SMILES: [CH:1]1[C:13]2[CH2:12][C:11]3[C:6](=[CH:7][CH:8]=[CH:9][CH:10]=3)[C:5]=2[CH:4]=[CH:3][C:2]=1[C:14](=[O:22])[CH2:15][CH2:16][N:17]1[CH:21]=[CH:20][N:19]=[CH:18]1.[BH4-].[Na+]>>[CH:1]1[C:13]2[CH2:12][C:11]3[C:6](=[CH:7][CH:8]=[CH:9][CH:10]=3)[C:5]=2[CH:4]=[CH:3][C:2]=1[CH:14]([OH:22])[CH2:15][CH2:16][N:17]1[CH:21]=[CH:20][N:19]=[CH:18]1 |f:1.2|. Procedure details: Following the procedure of Example 14, 1-(9H-fluoren-2-yl)-3-(1H-imidazol-1-yl)-1-propanone was reduced with sodium borohydride to provide a 72% yield of the title product, m.p. 143.5°-145.5° C. Starting materials: Cc1[nH]c(C(=O)N2CCC(C(=O)O)CC2)c(C)c1-c1nc2ccc(C(=O)c3ccccc3)cc2[nH]1, CCN=C=NCCCN(C)C, CN(C)CCN, Cl, O, On1nnc2ccccc21, c1ccncc1. The product is Cc1[nH]c(C(=O)N2CCC(C(=O)NCCN(C)C)CC2)c(C)c1-c1nc2ccc(C(=O)c3ccccc3)cc2[nH]1. RXN SMILES: [C:24]([c:25]1[cH:26][cH:27][cH:28][cH:29][cH:30]1)(=[O:31])[c:32]1[cH:33][c:34]2[c:35]([n:36][c:37](-[c:39]3[c:40]([CH3:56])[c:41]([C:45](=[O:46])[N:47]4[CH2:48][CH2:49][CH:50]([C:53](=[O:54])[OH:55])[CH2:51][CH2:52]4)[nH:42][c:43]3[CH3:44])[nH:38]2)[cH:57][cH:58]1.[CH2:2]([N:3]=[C:4]=[N:5][CH2:6][CH2:7][CH2:8][N:9]([CH3:10])[CH3:11])[CH3:12].[CH3:59][N:60]([CH2:61][CH2:62][NH2:63])[CH3:64].[ClH:1].[OH2:13].[OH:14][n:15]1[c:16]2[cH:17][cH:18][cH:19][cH:20][c:21]2[n:22][n:23]1.[cH:65]1[cH:66][cH:67][n:68][cH:69][cH:70]1>>[C:24]([c:25]1[cH:26][cH:27][cH:28][cH:29][cH:30]1)(=[O:31])[c:32]1[cH:33][c:34]2[c:35]([n:36][c:37](-[c:39]3[c:40]([CH3:56])[c:41]([C:45](=[O:46])[N:47]4[CH2:48][CH2:49][CH:50]([C:53](=[O:55])[NH:63][CH2:62][CH2:61][N:60]([CH3:59])[CH3:64])[CH2:51][CH2:52]4)[nH:42][c:43]3[CH3:44])[nH:38]2)[cH:57][cH:58]1. Reactants: Cl (HCl), CC1(O[C@@H]2[C@H](O1)C(=C[C@H]2C2=CN=C1N2C=CN=C1N)COC(C1=CC=CC=C1)(C1=CC=CC=C1)C1=CC=CC=C1)C (3-((3aS,4S,6aR)-2,2-dimethyl-6-(trityloxymethyl)-4,6a-dihydro-3aH-cyclopenta[d][1,3]dioxol-4-yl)imidazo[1,2-a]pyrazin-8-amine). Solvent: CO (methanol). Reaction conditions: temperature 65 celsius. The product is NC=1C=2N(C=CN1)C(=CN2)[C@@H]2C=C([C@H]([C@H]2O)O)CO ((1S,2R,5S)-5-(8-aminoimidazo[1,2-a]pyrazin-3-yl)-3-(hydroxymethyl)cyclopent-3-ene-1,2-diol). RXN SMILES: Cl.CC1(C)[O:7][C@@H:6]2[C:8]([CH2:21][O:22]C(C3C=CC=CC=3)(C3C=CC=CC=3)C3C=CC=CC=3)=[CH:9][C@@H:10]([C:11]3[N:15]4[CH:16]=[CH:17][N:18]=[C:19]([NH2:20])[C:14]4=[N:13][CH:12]=3)[C@@H:5]2[O:4]1>CO>[NH2:20][C:19]1[C:14]2[N:15]([C:11]([C@H:10]3[C@H:5]([OH:4])[C@H:6]([OH:7])[C:8]([CH2:21][OH:22])=[CH:9]3)=[CH:12][N:13]=2)[CH:16]=[CH:17][N:18]=1. Reported procedure: Concentrated HCl solution (0.6 mL) was added to 3-((3aS,4S,6aR)-2,2-dimethyl-6-(trityloxymethyl)-4,6a-dihydro-3aH-cyclopenta[d][1,3]dioxol-4-yl)imidazo[1,2-a]pyrazin-8-amine (1-9) (130 mg, 0.239 mmol, 1 equiv) in methanol (3 mL) and heated to 65° C. After 2 hours the mixture was cooled to 23° C. C and purified via reverse phase HPLC (H2O/CH3CN gradient w/0.1% TFA present) to afford (1S,2R,5S)-5-(8-aminoimidazo[1,2-a]pyrazin-3-yl)-3-(hydroxymethyl)cyclopent-3-ene-1,2-diol (1-10) as an amber solid... The reactants are ClC1=CC=C(C=C1)N1C2=NC=NC(=C2N=C1C1=C(C=C(C=C1)Cl)Cl)CN (C-[9-(4-Chlorophenyl)-8-(2,4-dichlorophenyl)-9H-purin-6-yl]-methylamine), C(#N)[BH3-].[Na+] (sodium cyanoborohydride). The reagents and catalysts are C1(CCCCC1)=O (cyclohexanone), C(C)(=O)O (acetic acid). Run in CO (methanol). Conditions: time 0.5 hour. Yields the product ClC1=CC=C(C=C1)N1C2=NC=NC(=C2N=C1C1=C(C=C(C=C1)Cl)Cl)CNC1CCCCC1 ([9-(4-Chlorophenyl)-8-(2,4-dichlorophenyl)-9H-purin-6-ylmethyl]-cyclohexylamine). RXN SMILES: [Cl:1][C:2]1[CH:7]=[CH:6][C:5]([N:8]2[C:16]([C:17]3[CH:22]=[CH:21][C:20]([Cl:23])=[CH:19][C:18]=3[Cl:24])=[N:15][C:14]3[C:9]2=[N:10][CH:11]=[N:12][C:13]=3[CH2:25]N)=[CH:4][CH:3]=1.[C:27]([BH3-])#[N:28].[Na+]>CO.C1(=O)CCCCC1.C(O)(=O)C>[Cl:1][C:2]1[CH:3]=[CH:4][C:5]([N:8]2[C:16]([C:17]3[CH:22]=[CH:21][C:20]([Cl:23])=[CH:19][C:18]=3[Cl:24])=[N:15][C:14]3[C:9]2=[N:10][CH:11]=[N:12][C:13]=3[CH2:25][NH:28][CH:27]2[CH2:6][CH2:7][CH2:2][CH2:3][CH2:4]2)=[CH:6][CH:7]=1 |f:1.2|. Procedure details: C-[9-(4-Chlorophenyl)-8-(2,4-dichlorophenyl)-9H-purin-6-yl]-methylamine I-(16A-1)b (19 mg, 0.047 mmol) was dissolved in methanol (1 ml) and to it was added cyclohexanone (1 drop) and acetic acid (1 drop). The reaction mixture was stirred at room temperature for 0.5 hour. and then sodium cyanoborohydride was added (5 mg) and the stirring continued until the reaction was complete (2 hours). The reaction mixture was concentrated and the residue diluted with saturated NaHCO3 solution and extracted i... Reactants: O=C([O-])O, CCOCCO, CCOC(C)=O, COc1cc2c(Cl)c(C#N)cnc2cc1OCCCN1CCOCC1, Cl, Cc1cc(O)ccc1N, [Na+], c1ccncc1. Yields the product COc1cc2c(Nc3ccc(O)cc3C)c(C#N)cnc2cc1OCCCN1CCOCC1. As a reaction SMILES: [C:48](=[O:49])([OH:50])[O-:51].[CH2:42]([O:43][CH2:44][CH2:45][OH:46])[CH3:47].[CH3:53][CH2:54][O:55][C:56](=[O:57])[CH3:58].[Cl:1][c:2]1[c:3]([C:24]#[N:25])[cH:4][n:5][c:6]2[cH:7][c:8]([O:14][CH2:15][CH2:16][CH2:17][N:18]3[CH2:19][CH2:20][O:21][CH2:22][CH2:23]3)[c:9]([O:12][CH3:13])[cH:10][c:11]12.[ClH:35].[NH2:26][c:27]1[c:28]([CH3:34])[cH:29][c:30]([OH:33])[cH:31][cH:32]1.[Na+:52].[n:36]1[cH:37][cH:38][cH:39][cH:40][cH:41]1>>[c:2]1([NH:26][c:27]2[c:28]([CH3:34])[cH:29][c:30]([OH:33])[cH:31][cH:32]2)[c:3]([C:24]#[N:25])[cH:4][n:5][c:6]2[cH:7][c:8]([O:14][CH2:15][CH2:16][CH2:17][N:18]3[CH2:19][CH2:20][O:21][CH2:22][CH2:23]3)[c:9]([O:12][CH3:13])[cH:10][c:11]12.